Dataset: the Open Reaction Database (ORD), a public repository of structured organic reaction records. Task: describe an organic reaction: reactants, conditions, products, and yield Reactants: C(C)(=O)N1CCC(CC1)N(C(OCC1=CC=CC=C1)=O)C (Benzyl N-(1-acetylpiperid-4-yl)-N-methylcarbamate), Cl (hydrochloric acid). Solvent: CO (methanol). Yields the product Cl.N1CCC(CC1)N(C(OCC1=CC=CC=C1)=O)C (Benzyl N-piperid-4-yl-N-methylcarbamate hydrochloride). Reaction SMILES: C([N:4]1[CH2:9][CH2:8][CH:7]([N:10]([CH3:21])[C:11](=[O:20])[O:12][CH2:13][C:14]2[CH:19]=[CH:18][CH:17]=[CH:16][CH:15]=2)[CH2:6][CH2:5]1)(=O)C.[ClH:22]>CO>[ClH:22].[NH:4]1[CH2:5][CH2:6][CH:7]([N:10]([CH3:21])[C:11](=[O:20])[O:12][CH2:13][C:14]2[CH:19]=[CH:18][CH:17]=[CH:16][CH:15]=2)[CH2:8][CH2:9]1 |f:3.4|. Procedure details: 14.5 g of the compound obtained in Stage B are refluxed with 50 ml of methanol and 30 ml of 6N hydrochloric acid for 20 hours. After evaporation the hydrochloride of the desired product is obtained. The reactants are BrCCCCC(C)=O (1-bromo-5-hexanone), C(CCC)N1C(=O)N(C=2N=CNC2C1=O)CCCC.[Na] (sodium 1,3-dibutyl xanthine). The solvent is C(C)O (ethanol), C(C)O (ethanol). Product: O=C(CCCCN1C=NC=2N(C(N(C(C12)=O)CCCC)=O)CCCC)C (7-(5'-oxohexyl)-1,3-dibutyl xanthine). Reaction SMILES: Br[CH2:2][CH2:3][CH2:4][CH2:5][C:6](=[O:8])[CH3:7].[CH2:9]([N:13]1[C:22](=[O:23])[C:21]2[NH:20][CH:19]=[N:18][C:17]=2[N:16]([CH2:24][CH2:25][CH2:26][CH3:27])[C:14]1=[O:15])[CH2:10][CH2:11][CH3:12].[Na]>C(O)C>[O:8]=[C:6]([CH3:7])[CH2:5][CH2:4][CH2:3][CH2:2][N:20]1[C:21]2[C:22](=[O:23])[N:13]([CH2:9][CH2:10][CH2:11][CH3:12])[C:14](=[O:15])[N:16]([CH2:24][CH2:25][CH2:26][CH3:27])[C:17]=2[N:18]=[CH:19]1 |f:1.2,^1:27|. Procedure: 21.5 g (0.12 mol) of freshly distilled 1-bromo-5-hexanone are dissolved in 200 ml of absolute ethanol in a 500 ml capacity flask, followed by the gradual dropwise addition at boiling temperature of 34.7 g (0.12 mol) of sodium 1,3-dibutyl xanthine dissolved in 200 ml of absolute ethanol. The solution is heated under reflux. The reaction is over after about 24 hours. Removal of the alcohol by distillation in a rotary evaporator leaves a solid white residue. This residue is introduced into an extra... Reactants: C(CCC)P(CCCC)CCCC (tributyl phosphine), C1=CC(=CC=C1CC2=CC=C(C=C2)N=C=O)N=C=O (diphenylmethane-4,4'-diisocyanate). The solvent is C1(=CC=CC=C1)C (toluene). Reaction conditions: time 4 hour. The product is [N-]=C=O.[N-]=C=O.C1(=CC=CC=C1)CC1=CC=CC=C1 (diphenylmethane diisocyanate). As a reaction SMILES: C(P(CCCC)CCCC)CCC.[CH:14]1[C:19]([CH2:20][C:21]2[CH:26]=[CH:25][C:24]([N:27]=[C:28]=[O:29])=[CH:23][CH:22]=2)=[CH:18][CH:17]=[C:16](N=C=O)[CH:15]=1>C1(C)C=CC=CC=1>[N-:27]=[C:28]=[O:29].[N-:27]=[C:28]=[O:29].[C:19]1([CH2:20][C:21]2[CH:22]=[CH:23][CH:24]=[CH:25][CH:26]=2)[CH:14]=[CH:15][CH:16]=[CH:17][CH:18]=1 |f:3.4.5|. Reported procedure: 1.5 g of tributyl phosphine were added at room temperature to a solution of 1,000 g (4.0 mols) of diphenylmethane-4,4'-diisocyanate (MDI) in 2,000 g of toluene. After a short time, the dimeric MDI separated out of the solution and the temperature gradually rose to from 30° to 35° C. The reaction mixture was stirred for an additional 4 hours and the dimerization catalyst was then stopped by adding 1.5 g of toluene sulfonic acid methyl ester. The solid MDI "dimer" which formed was filtered by suct... Product: C(C(C)(C)C)(=O)OCN1C=NC2=CC(=CC(=C2C1=O)OC1CCN(CC1)C)OC ((7-methoxy-5-((1-methylpiperidin 4-yl)oxy)-4-oxoquinazolin-3(4H)-yl)methyl pivalate). Run in ClCCl (dichloromethane), ClCCl (dichloromethane). Procedure: (5-hydroxy-7-methoxy-4-oxoquinazolin-3(4H)-yl)methyl pivalate (500 mg, 1.63 mmol), 4-hydroxy-N-methylpiperidine (280 mg, 2.45 mmol) and triphenylphosphine (640 mg, 2.45 mmol) were dissolved in anhydrous dichloromethane (8 ml), under a nitrogen atmosphere at 0° C. A solution of di-tert-butyl azodicarboxylate (560 mg, 2.45 mmol) in dichloromethane (1 ml) was added dropwise over 5 minutes and the resulting yellow solution was allowed to warm to ambient temperature and stirred for 18 hours. A furthe... Yield: 56.3%. Reactants: N(=NC(=O)OC(C)(C)C)C(=O)OC(C)(C)C (di-tert-butyl azodicarboxylate), C(C(C)(C)C)(=O)OCN1C=NC2=CC(=CC(=C2C1=O)O)OC ((5-hydroxy-7-methoxy-4-oxoquinazolin-3(4H)-yl)methyl pivalate), OC1CCN(CC1)C (4-hydroxy-N-methylpiperidine), C1(=CC=CC=C1)P(C1=CC=CC=C1)C1=CC=CC=C1 (triphenylphosphine), reagents. Run at time 18 hour. RXN SMILES: [C:1]([O:7][CH2:8][N:9]1[C:18](=[O:19])[C:17]2[C:12](=[CH:13][C:14]([O:21][CH3:22])=[CH:15][C:16]=2[OH:20])[N:11]=[CH:10]1)(=[O:6])[C:2]([CH3:5])([CH3:4])[CH3:3].O[CH:24]1[CH2:29][CH2:28][N:27]([CH3:30])[CH2:26][CH2:25]1.C1(P(C2C=CC=CC=2)C2C=CC=CC=2)C=CC=CC=1.N(C(OC(C)(C)C)=O)=NC(OC(C)(C)C)=O>ClCCl>[C:1]([O:7][CH2:8][N:9]1[C:18](=[O:19])[C:17]2[C:12](=[CH:13][C:14]([O:21][CH3:22])=[CH:15][C:16]=2[O:20][CH:24]2[CH2:29][CH2:28][N:27]([CH3:30])[CH2:26][CH2:25]2)[N:11]=[CH:10]1)(=[O:6])[C:2]([CH3:5])([CH3:4])[CH3:3]. The reactants are S(=O)(=O)(O)C1=CC=C(C)C=C1.C(C1=CC=CC=C1)OC([C@@H](N)C(C)C)=O (L-Valine benzyl ester tosylate), BrCC1=CC=C(C=C1)C1=C(C=CC=C1)C#N (4-bromomethyl-2′-cyanobiphenyl), ClCCl (dichloromethane), C([O-])([O-])=O.[K+].[K+] (potassium carbonate). Reagents/catalysts: [Br-].C(CCC)[N+](CCCC)(CCCC)CCCC (tetrabutyl ammonium bromide). The solvent is O (water), O (water). Run at time 12.5 minute. The product is Cl.C(C1=CC=CC=C1)OC([C@@H](NCC1=CC=C(C=C1)C1=C(C=CC=C1)C#N)C(C)C)=O ((S)—N-[(2′-cyanobiphenyl-4-yl)methyl]-(L)-valine benzyl ester hydrochloride). RXN SMILES: C(=O)([O-])[O-].[K+].[K+].S(C1C=CC(C)=CC=1)(O)(=O)=O.[CH2:18]([O:25][C:26](=[O:32])[C@H:27]([CH:29]([CH3:31])[CH3:30])[NH2:28])[C:19]1[CH:24]=[CH:23][CH:22]=[CH:21][CH:20]=1.Br[CH2:34][C:35]1[CH:40]=[CH:39][C:38]([C:41]2[CH:46]=[CH:45][CH:44]=[CH:43][C:42]=2[C:47]#[N:48])=[CH:37][CH:36]=1.[Cl:49]CCl>[Br-].C([N+](CCCC)(CCCC)CCCC)CCC.O>[ClH:49].[CH2:18]([O:25][C:26](=[O:32])[C@H:27]([CH:29]([CH3:30])[CH3:31])[NH:28][CH2:34][C:35]1[CH:36]=[CH:37][C:38]([C:41]2[CH:46]=[CH:45][CH:44]=[CH:43][C:42]=2[C:47]#[N:48])=[CH:39][CH:40]=1)[C:19]1[CH:24]=[CH:23][CH:22]=[CH:21][CH:20]=1 |f:0.1.2,3.4,7.8,10.11|. Procedure details: A mixture of potassium carbonate (152.2 g) and de-mineralized water (300 ml) was stirred for 10 to 15 minutes to dissolve the solid. The temperature of the mixture was maintained at 30° to 35° C. and dichloromethane (300 ml) was added. L-Valine benzyl ester tosylate (153.3 g), tetrabutyl ammonium bromide (10.0 g) and 4-bromomethyl-2′-cyanobiphenyl (100 g) were added to the reaction mixture. The reaction mixture was stirred for 20 to 24 hours at 30° to 35° C. After completion of the reaction de-m... Starting materials: CC(=O)Nc1ccc(S(=O)(=O)Cl)cc1, CC(C)(C)N, COCCOC. The product is CC(=O)Nc1ccc(S(=O)(=O)NC(C)(C)C)cc1. Reaction SMILES: [C:1]([CH3:2])(=[O:3])[NH:4][c:5]1[cH:6][cH:7][c:8]([S:11](=[O:12])(=[O:13])[Cl:14])[cH:9][cH:10]1.[CH3:15][C:16]([CH3:17])([CH3:18])[NH2:19].[CH3:20][O:21][CH2:22][CH2:23][O:24][CH3:25]>>[C:1]([CH3:2])(=[O:3])[NH:4][c:5]1[cH:6][cH:7][c:8]([S:11](=[O:12])(=[O:13])[NH:19][C:16]([CH3:15])([CH3:17])[CH3:18])[cH:9][cH:10]1. The reactants are ClC=1C(=CC(=C(C(=O)OC(C)(C)C)C1)F)COC1CCCCC1 (tert-butyl 5-chloro-4-(cyclohexyloxymethyl)-2-fluorobenzoate), FC(C(=O)O)(F)F (trifluoroacetic acid). Solvent: ClCCl (dichloromethane). Reaction conditions: time 3 hour. Product: ClC=1C(=CC(=C(C(=O)O)C1)F)COC1CCCCC1 (5-chloro-4-(cyclohexyloxymethyl)-2-fluorobenzoic acid). The yield is 32.1%. Reaction SMILES: [Cl:1][C:2]1[C:3]([CH2:16][O:17][CH:18]2[CH2:23][CH2:22][CH2:21][CH2:20][CH2:19]2)=[CH:4][C:5]([F:15])=[C:6]([CH:14]=1)[C:7]([O:9]C(C)(C)C)=[O:8].FC(F)(F)C(O)=O>ClCCl>[Cl:1][C:2]1[C:3]([CH2:16][O:17][CH:18]2[CH2:23][CH2:22][CH2:21][CH2:20][CH2:19]2)=[CH:4][C:5]([F:15])=[C:6]([CH:14]=1)[C:7]([OH:9])=[O:8]. Procedure details: To a solution of tert-butyl 5-chloro-4-(cyclohexyloxymethyl)-2-fluorobenzoate (1.86 g, 5.43 mmol) in dichloromethane (50 mL) was added trifluoroacetic acid (20 mL). The reaction solution was stirred at ambient temperature for 3 hours, then concentrated under reduced pressure. The residue was diluted with ethyl acetate (50 mL), washed with brine (3×25 mL), dried over anhydrous sodium sulfate, filtered the solid. The filtrate was concentrated in vacuo to dryness to afford the title compound (0.50 ...